From a dataset of the Open Reaction Database (ORD), a public repository of structured organic reaction records. describe an organic reaction: reactants, conditions, products, and yield The reactants are Cl (hydrochloric acid), O (water), O1CCC2=C1C=CC(=C2)CCCC(=O)O (4-(2,3-Dihydro-5-benzofuranyl)butanoic acid), amalgam, mercuric chloride. The reagents and catalysts are [Zn] (zinc). Run in C1(=CC=CC=C1)C (toluene). Yields the product O1C2=C(CC1)C=C1CCCCC1=C2 (2,3,5,6,7,8-Hexahydronaphtho[2,3-b]furan). As a reaction SMILES: Cl.O.[O:3]1[C:7]2[CH:8]=[CH:9][C:10]([CH2:12][CH2:13][CH2:14][C:15](O)=O)=[CH:11][C:6]=2[CH2:5][CH2:4]1>[Zn].C1(C)C=CC=CC=1>[O:3]1[CH2:4][CH2:5][C:6]2[CH:11]=[C:10]3[C:9](=[CH:8][C:7]1=2)[CH2:15][CH2:14][CH2:13][CH2:12]3. Procedure details: An amalgam of zinc and mercuric chloride (72 g Zn and 7.1 g HgCL2) is added to a mixture containing 120 ml of concentrated hydrochloric acid, 57 ml of water, 30 g of the compound of Example 1 and 71 ml of toluene, with stirring.